Dataset: the Open Reaction Database (ORD), a public repository of structured organic reaction records. Task: describe an organic reaction: reactants, conditions, products, and yield Reactants: C1(=CC=CC=C1)C(C1NCC(C1N)CCOC)C1=CC=CC=C1 (2-diphenylmethyl-3-amino-4-(2-methoxyethyl)pyrrolidine), product, COC1=C(C=O)C=C(C=C1)C(C)C (2-methoxy-5-isopropylbenzaldehyde), C(C)(=O)O[BH-](OC(C)=O)OC(C)=O.[Na+] (sodium triacetoxyborohydride). Run in ClC(C)Cl (dichloroethane). Conditions: time 18 hour. Product: C1(=CC=CC=C1)C(C1NCC(C1NCC1=C(C=CC(=C1)C(C)C)OC)CCOC)C1=CC=CC=C1 (2-diphenylmethyl-3-[(2-methoxy-5-(1-methylethyl)phenyl)methylamino]-4-(2-methoxyethyl)pyrrolidine). The yield is 62.0%. RXN SMILES: [C:1]1([CH:7]([C:18]2[CH:23]=[CH:22][CH:21]=[CH:20][CH:19]=2)[CH:8]2[CH:12]([NH2:13])[CH:11]([CH2:14][CH2:15][O:16][CH3:17])[CH2:10][NH:9]2)[CH:6]=[CH:5][CH:4]=[CH:3][CH:2]=1.[CH3:24][O:25][C:26]1[CH:33]=[CH:32][C:31]([CH:34]([CH3:36])[CH3:35])=[CH:30][C:27]=1[CH:28]=O.C(O[BH-](OC(=O)C)OC(=O)C)(=O)C.[Na+]>ClC(Cl)C>[C:18]1([CH:7]([C:1]2[CH:2]=[CH:3][CH:4]=[CH:5][CH:6]=2)[CH:8]2[CH:12]([NH:13][CH2:28][C:27]3[CH:30]=[C:31]([CH:34]([CH3:36])[CH3:35])[CH:32]=[CH:33][C:26]=3[O:25][CH3:24])[CH:11]([CH2:14][CH2:15][O:16][CH3:17])[CH2:10][NH:9]2)[CH:23]=[CH:22][CH:21]=[CH:20][CH:19]=1 |f:2.3|. Reported procedure: A solution of 109 mg (0.35 mmol) of [(2SR, 3SR, 4RS)-2-diphenylmethyl-3-amino-4-(2-methoxyethyl)pyrrolidine] (the product of Example 27B) in 35 ml of dichloroethane was treated with 63 mg (0.35 mmol) of 2-methoxy-5-isopropylbenzaldehyde and 104 mg (0.49 mmol) of sodium triacetoxyborohydride. The reaction mixture was stirred for 18 hours and then quenched with 30 ml of saturated aqueous sodium bicarbonate. The reaction mixture was extracted with methylene chloride and the organic phase was washed... Starting materials: C(C1=CC=CC=C1)OC(C(N1C(C(C1=O)(Br)Br)S(=O)(N)C1=NOC(=C1)C)=C(C)C)=O (3,3-dibromo-alpha-(1-methylethylidene)-2-[(5-methyl-isoxazole-3-yl)-aminosulfinyl]-4-oxo-1-azetidine acetic acid benzyl ester), BrN1C(CCC1=O)=O (N-bromosuccinimide). The solvent is C(Cl)(Cl)Cl (chloroform). Run at time 2 hour. Product: C(C1=CC=CC=C1)OC(C(N1C(C(C1=O)(Br)Br)Br)=C(C)C)=O (2,3,3-tribromo-alpha-(1-methylethylidene)-4-oxo-1-azetidine acetic acid benzyl ester). Isolated yield 61.5%. As a reaction SMILES: [CH2:1]([O:8][C:9](=[O:30])[C:10](=[C:27]([CH3:29])[CH3:28])[N:11]1[C:14](=[O:15])[C:13]([Br:17])([Br:16])[CH:12]1S(C1C=C(C)ON=1)(N)=O)[C:2]1[CH:7]=[CH:6][CH:5]=[CH:4][CH:3]=1.[Br:31]N1C(=O)CCC1=O>C(Cl)(Cl)Cl>[CH2:1]([O:8][C:9](=[O:30])[C:10](=[C:27]([CH3:29])[CH3:28])[N:11]1[C:14](=[O:15])[C:13]([Br:17])([Br:16])[CH:12]1[Br:31])[C:2]1[CH:7]=[CH:6][CH:5]=[CH:4][CH:3]=1. Procedure: 3,3-dibromo-alpha-(1-methylethylidene)-2-[(5-methyl-isoxazole-3-yl)-aminosulfinyl]-4-oxo-1-azetidine acetic acid benzyl ester (5.61 g; 0.01 mole) was dissolved in chloroform (120 mL), N-bromosuccinimide (7.12 g; 0.04 mole) was added to the reaction mixture and it was stirred for two hours at room temperature. The reaction mixture was evaporated, methylene chloride and n-hexane were added to the dry residue, the precipitate was sucked off and the filtrate was evaporated to a dry residue. The obta... Yields the product NC1=CC=C(CC2=CC=C(C=C2)C2(CCC(CC2)CCCC)C2=CC=C(C=C2)CC2=CC=C(C=C2)N)C=C1 (1,1-bis[4-(4-aminobenzyl)phenyl]-4-butylcyclohexane). The yield is 41.9%. Reaction SMILES: [N+:1]([C:4]1[CH:42]=[CH:41][C:7]([CH2:8][C:9]2[CH:14]=[CH:13][C:12]([C:15]3([C:25]4[CH:30]=[CH:29][C:28]([CH2:31][C:32]5[CH:37]=[CH:36][C:35]([N+:38]([O-])=O)=[CH:34][CH:33]=5)=[CH:27][CH:26]=4)[CH2:20][CH2:19][CH:18]([CH2:21][CH2:22][CH2:23][CH3:24])[CH2:17][CH2:16]3)=[CH:11][CH:10]=2)=[CH:6][CH:5]=1)([O-])=O.O.[H][H]>O1CCCC1>[NH2:1][C:4]1[CH:5]=[CH:6][C:7]([CH2:8][C:9]2[CH:10]=[CH:11][C:12]([C:15]3([C:25]4[CH:26]=[CH:27][C:28]([CH2:31][C:32]5[CH:33]=[CH:34][C:35]([NH2:38])=[CH:36][CH:37]=5)=[CH:29][CH:30]=4)[CH2:20][CH2:19][CH:18]([CH2:21][CH2:22][CH2:23][CH3:24])[CH2:17][CH2:16]3)=[CH:13][CH:14]=2)=[CH:41][CH:42]=1. Starting materials: O (water), [N+](=O)([O-])C1=CC=C(CC2=CC=C(C=C2)C2(CCC(CC2)CCCC)C2=CC=C(C=C2)CC2=CC=C(C=C2)[N+](=O)[O-])C=C1 (1,1-Bis[4-(4-nitrobenzyl)phenyl]-4-butylcyclohexane), [H][H] (hydrogen). The reagents and catalysts are Pd--C. Procedure: 1,1-Bis[4-(4-nitrobenzyl)phenyl]-4-butylcyclohexane 38.0 g was dissolved in 500 ml of tetrahydrofuran, a Pd--C catalyst (5% purity, water content 55.9%) 4.0 g was added, and the mixture was cooled with water at atmospheric pressure and contacted with hydrogen gas with stirring. After the absorption of hydrogen stopped, the catalyst was filtered off and the solution was concentrated. The concentrate was recrystallized with mixture solvent of ethanol 87% and methanol 13% to obtain 1,1-bis[4-(4-ami... Solvent: O1CCCC1 (tetrahydrofuran). RXN SMILES: [CH2:42]1[O:43][CH2:44][CH2:45][CH2:46]1.[CH3:38][OH:39].[NH2:1][C:2]([CH2:3][O:4][c:5]1[cH:6][c:7]([O:35][CH3:36])[c:8]([C:9](=[O:10])[O:11][CH3:12])[cH:13][c:14]1-[c:15]1[cH:16][cH:17][c:18]2[c:19]([c:20]([C:30]([NH:31][CH3:32])=[O:33])[c:21](-[c:23]3[cH:24][cH:25][c:26]([F:29])[cH:27][cH:28]3)[o:22]2)[cH:34]1)=[O:37].[Na+:41].[OH-:40]>>[NH2:1][C:2]([CH2:3][O:4][c:5]1[cH:6][c:7]([O:35][CH3:36])[c:8]([C:9](=[O:10])[OH:11])[cH:13][c:14]1-[c:15]1[cH:16][cH:17][c:18]2[c:19]([c:20]([C:30]([NH:31][CH3:32])=[O:33])[c:21](-[c:23]3[cH:24][cH:25][c:26]([F:29])[cH:27][cH:28]3)[o:22]2)[cH:34]1)=[O:37]. The reactants are C1CCOC1, CO, CNC(=O)c1c(-c2ccc(F)cc2)oc2ccc(-c3cc(C(=O)OC)c(OC)cc3OCC(N)=O)cc12, [Na+], [OH-]. Product: CNC(=O)c1c(-c2ccc(F)cc2)oc2ccc(-c3cc(C(=O)O)c(OC)cc3OCC(N)=O)cc12. Starting materials: CC(=O)NC(C)(C)c1ccnc(C(F)(F)F)n1, Cl, [Na+], [OH-]. The product is CC(C)(N)c1ccnc(C(F)(F)F)n1. RXN SMILES: [CH3:1][C:2]([CH3:3])([c:4]1[n:5][c:6]([C:10]([F:11])([F:12])[F:13])[n:7][cH:8][cH:9]1)[NH:14][C:15](=[O:16])[CH3:17].[ClH:20].[Na+:19].[OH-:18]>>[CH3:1][C:2]([CH3:3])([c:4]1[n:5][c:6]([C:10]([F:11])([F:12])[F:13])[n:7][cH:8][cH:9]1)[NH2:14]. Reactants: CN1C[C@@H](CC2[C@H]1CC3=CNC4=CC=CC2=C34)CC#N (D-6-methyl-8-cyanomethylergoline), S(=O)(=O)(Cl)Cl (sulfuryl chloride), B(F)(F)F.CCOCC (boron trifluoride etherate), C1CN[C@@H]2CC3=CNC4=CC=CC([C@H]2C1)=C34 (ergoline). Solvent: [OH-].[NH4+] (ammonium hydroxide), C(C)#N (acetonitrile), C(Cl)Cl (methylene dichloride). Product: CN1C[C@@H](C[C@H]2[C@H]1CC=3C=4C2=CC=CC4NC3Cl)CC#N (lergotrile). The yield is 72.0%. As a reaction SMILES: [CH3:1][N:2]1[C@@H:7]2[CH2:8][C:9]3[C:17]4[C:12](=[CH:13][CH:14]=[CH:15][C:16]=4[CH:6]2[CH2:5][C@@H:4]([CH2:18][C:19]#[N:20])[CH2:3]1)[NH:11][CH:10]=3.B(F)(F)F.CCOCC.C1C[C@H]2[C@@H](CC3C4C(=CC=CC2=4)NC=3)NC1.S(Cl)([Cl:49])(=O)=O>[OH-].[NH4+].C(Cl)Cl.C(#N)C>[CH3:1][N:2]1[C@@H:7]2[CH2:8][C:9]3[C:17]4[C:16](=[CH:15][CH:14]=[CH:13][C:12]=4[NH:11][C:10]=3[Cl:49])[C@H:6]2[CH2:5][C@@H:4]([CH2:18][C:19]#[N:20])[CH2:3]1 |f:1.2,5.6|. Procedure: 810 mg. of D-6-methyl-8-cyanomethylergoline were suspended in 50 ml. acetonitrile and the suspension cooled to -5° to 0° C. 1.25 ml. of boron trifluoride etherate were added thus solubilizing the ergoline. Next, a solution of 0.27 ml. of sulfuryl chloride in 20 ml. of methylene dichloride was added in dropwise fashion. The reaction mixture was stirred and cooled for 30 minutes, then diluted with ammonium hydroxide. The diluted solution was extracted with a chloroform-isopropanol 3:1 solvent mixt...